Task: describe an organic reaction: reactants, conditions, products, and yield. Dataset: the Open Reaction Database (ORD), a public repository of structured organic reaction records Reactants: Cl.COC1=CC=C(C=C1)[C@@H]1SC2=C(N(C([C@@H]1OC(C)=O)=O)CCNC)C=CC=C2Cl ((-)-cis-2-(4-methoxyphenyl)-3-acetoxy-5-[2-(N-methylamino)ethyl]-9-chloro-2,3-dihydro-1,5-benzothiazepin-4(5H)-one.hydrochloride). Run in Cl.C(C)O (HCl ethanol). Reaction conditions: time 3 hour. Product: Cl.COC1=CC=C(C=C1)[C@@H]1SC2=C(N(C([C@@H]1O)=O)CCNC)C=CC=C2Cl ((+)-cis-2-(4-methoxyphenyl)-3-hydroxy-5-[2-(N-methylamino)ethyl]-9-chloro-2,3-dihydro-1,5-benzothiazepin-4(5H)-one.hydrochloride). The yield is 185.8%. RXN SMILES: Cl.[CH3:2][O:3][C:4]1[CH:9]=[CH:8][C:7]([C@H:10]2[C@@H:16]([O:17]C(=O)C)[C:15](=[O:21])[N:14]([CH2:22][CH2:23][NH:24][CH3:25])[C:13]3[CH:26]=[CH:27][CH:28]=[C:29]([Cl:30])[C:12]=3[S:11]2)=[CH:6][CH:5]=1>Cl.C(O)C>[ClH:30].[CH3:2][O:3][C:4]1[CH:9]=[CH:8][C:7]([C@H:10]2[C@@H:16]([OH:17])[C:15](=[O:21])[N:14]([CH2:22][CH2:23][NH:24][CH3:25])[C:13]3[CH:26]=[CH:27][CH:28]=[C:29]([Cl:30])[C:12]=3[S:11]2)=[CH:6][CH:5]=1 |f:0.1,2.3,4.5|. Procedure: 735 mg of (-)-cis-2-(4-methoxyphenyl)-3-acetoxy-5-[2-(N-methylamino)ethyl]-9-chloro-2,3-dihydro-1,5-benzothiazepin-4(5H)-one.hydrochloride are dissolved in 15 ml of 25% HCl-ethanol, and the solution is stirred at room temperature for 3 hours. The mixture is evaporated under reduced pressure to remove solvent. The residue is washed with ether and recrystallized from methanol. 622 mg of (+)-cis-2-(4-methoxyphenyl)-3-hydroxy-5-[2-(N-methylamino)ethyl]-9-chloro-2,3-dihydro-1,5-benzothiazepin-4(5H)-o... Reactants: CO.ClCCl (methanol dichloromethane), C(C1=CC=CC=C1)N(C([C@H](CC1=CC=CC=C1)N(C(=O)OC(C)(C)C)CC=O)=O)C ((S)-N-benzyl-N-methyl-2-[N'-(t-butoxycarbonyl)-2-oxo-ethylamino]-3-phenyl-propionamide), CO (methanol), Cl.N1C=C(C2=CC=CC=C12)C[C@@H](CC(=O)O)N ((S)-2-(1H-indol-3-yl)-1-carboxymethyl-ethylamine hydrochloride salt), C(#N)[BH3-].[Na+] (sodium cyanoborohydride). Run in C(C)(=O)OCC (ethyl acetate). Product: C(C1=CC=CC=C1)N(C([C@H](CC1=CC=CC=C1)N(C(=O)OC(C)(C)C)CCNCC[C@H](C(=O)O)C1=CNC2=CC=CC=C12)=O)C ((S)-N-Benzyl-N-methyl-2-[[(S)-2-[(1H-indol-3-yl)-1-carboxymethyl]-ethylamino]-N'-(t-butoxycarbonyl)-ethylamino]-3-phenyl-propionamide). RXN SMILES: [CH2:1]([N:8]([CH3:30])[C:9](=[O:29])[C@@H:10]([N:18]([CH2:26]C=O)[C:19]([O:21][C:22]([CH3:25])([CH3:24])[CH3:23])=[O:20])[CH2:11][C:12]1[CH:17]=[CH:16][CH:15]=[CH:14][CH:13]=1)[C:2]1[CH:7]=[CH:6][CH:5]=[CH:4][CH:3]=1.Cl.[NH:32]1[C:40]2[C:35](=[CH:36][CH:37]=[CH:38][CH:39]=2)[C:34]([CH2:41][C@H:42](N)[CH2:43]C(O)=O)=[CH:33]1.[C:48]([BH3-])#[N:49].[Na+].[CH3:52][OH:53].ClCCl.C[OH:58]>C(OCC)(=O)C>[CH2:1]([N:8]([CH3:30])[C:9](=[O:29])[C@@H:10]([N:18]([CH2:26][CH2:48][NH:49][CH2:43][CH2:42][C@@H:41]([C:34]1[C:35]2[C:40](=[CH:39][CH:38]=[CH:37][CH:36]=2)[NH:32][CH:33]=1)[C:52]([OH:58])=[O:53])[C:19]([O:21][C:22]([CH3:24])([CH3:25])[CH3:23])=[O:20])[CH2:11][C:12]1[CH:13]=[CH:14][CH:15]=[CH:16][CH:17]=1)[C:2]1[CH:7]=[CH:6][CH:5]=[CH:4][CH:3]=1 |f:1.2,3.4,5.6|. Reported procedure: Combine (S)-N-benzyl-N-methyl-2-[N'-(t-butoxycarbonyl)-2-oxo-ethylamino]-3-phenyl-propionamide (4.87 g, 11.87 mmol) and (S)-2-(1H-indol-3-yl)-1-carboxymethyl-ethylamine hydrochloride salt ((S)-tryptophan methyl ester hydrochloride salt) (3.02 g, 11.86 mmol) in methanol (120 mL). Add dropwise, a solution of sodium cyanoborohydride (9.5 mL, 1M in THF, 9.5 mmol) and stir under an inert atmosphere for 48 hours. Concentrate in vacuo to obtain a residue. Dilute the residue with ethyl acetate and extra... The reactants are C(C)(C)(C)OC(=O)N1[C@@H](CC(C1)(F)F)CC(=O)O (2-((R)-1-(tert-butoxycarbonyl)-4,4-difluoropyrrolidin-2-yl)acetic acid), Cl.NO (hydroxylamine hydrogen chloride), CCN=C=NCCCN(C)C.Cl (EDCI.HCl), CN1CCOCC1 (NMM). Solvent: C(Cl)Cl (CH2Cl2). Reaction conditions: time 15 hour. Yields the product CON(C(=O)C[C@H]1N(CC(C1)(F)F)C(=O)OC(C)(C)C)C ((R)-tert-butyl 2-((N-methoxy-N-methylcarbamoyl)methyl)-4,4-difluoropyrrolidine-1-carboxylate). As a reaction SMILES: [C:1]([O:5][C:6]([N:8]1[CH2:12][C:11]([F:14])([F:13])[CH2:10][C@H:9]1[CH2:15][C:16]([OH:18])=O)=[O:7])([CH3:4])([CH3:3])[CH3:2].Cl.NO.CCN=C=NCCC[N:30]([CH3:32])C.Cl.CN1CC[O:38][CH2:37]C1>C(Cl)Cl>[CH3:37][O:38][N:30]([CH3:32])[C:16]([CH2:15][C@@H:9]1[CH2:10][C:11]([F:13])([F:14])[CH2:12][N:8]1[C:6]([O:5][C:1]([CH3:2])([CH3:3])[CH3:4])=[O:7])=[O:18] |f:1.2,3.4|. Reported procedure: To a CH2Cl2 (10 ml) solution of 2-((R)-1-(tert-butoxycarbonyl)-4,4-difluoropyrrolidin-2-yl)acetic acid and hydroxylamine hydrogen chloride (713.8 mg, 7.32 mmol), EDCI.HCl (1.64 g, 8.54 mmol) and NMM (1.5 ml, 13.4 mmol) were added, the reaction mixture was stirred at room temperature for 15 hours. The reaction went to completion monitored by LC-MS and was quenched by addition of saturated aqueous NaHCO3 solution (˜25 ml). Two layers were separated, aqueous layer was extracted with CH2Cl2 (˜20 ml)...